The task is: describe an organic reaction: reactants, conditions, products, and yield. This data is from the Open Reaction Database (ORD), a public repository of structured organic reaction records. Starting materials: Cl (hydrochloric acid), SC=1SC=C(N1)CC(=O)OCC (ethyl 2-mercapto-4-thiazole acetate), [Cl-].[NH4+] (ammonium chloride), [Cl-].[Na+] (sodium chloride). The solvent is N (ammonia), O1CCCC1 (tetrahydrofuran). Run at time 8 hour. The product is SC=1SC=C(N1)CC(=O)N (2-mercapto-4-thiazole acetamide). Yield: 990.5%. Reaction SMILES: [SH:1][C:2]1[S:3][CH:4]=[C:5]([CH2:7][C:8]([O:10]CC)=O)[N:6]=1.[Cl-].[NH4+:14].[Cl-].[Na+].Cl>N.O1CCCC1>[SH:1][C:2]1[S:3][CH:4]=[C:5]([CH2:7][C:8]([NH2:14])=[O:10])[N:6]=1 |f:1.2,3.4|. Procedure details: To a mixture of ethyl 2-mercapto-4-thiazole acetate (203 mg) in ammonia solution (25%) (1.0 ml) was added ammonium chloride (5.3 mg) at room temperature. After stirring at the same temperature for 8 hours, the solution was poured into a mixture of tetrahydrofuran and saturated sodium chloride solution, and adjusted to pH 3.0 with 1N-hydrochloric acid and extracted with tetrahydrofuran twice. The combined organic layer was washed with saturated sodium chloride solution, dried over magnesium sulfa...